Dataset: the Open Reaction Database (ORD), a public repository of structured organic reaction records. Task: describe an organic reaction: reactants, conditions, products, and yield Starting materials: CN(C)CCOC1CCN(Cc2ccccc2)C1, CCO, [H][H]. Yields the product CN(C)CCOC1CCNC1. As a reaction SMILES: [CH2:1]([c:2]1[cH:3][cH:4][cH:5][cH:6][cH:7]1)[N:8]1[CH2:9][CH:10]([O:13][CH2:14][CH2:15][N:16]([CH3:17])[CH3:18])[CH2:11][CH2:12]1.[CH3:21][CH2:22][OH:23].[H:19][H:20]>>[NH:8]1[CH2:9][CH:10]([O:13][CH2:14][CH2:15][N:16]([CH3:17])[CH3:18])[CH2:11][CH2:12]1. The reactants are C(CCC)C=1OC2=C(C1C(C1=C(C=CC=C1)O)=O)C=CC=C2 (2-n-butyl-3-(2'-hydroxybenzoyl)benzofuran), C(Cl)C1CO1 (epichlorohydrin), C([O-])([O-])=O.[K+].[K+] (potassium carbonate). The solvent is C(C)O (ethanol). Yields the product C(CCC)C=1OC2=C(C1C(C1=C(C=CC=C1)OCC1CO1)=O)C=CC=C2 (2-n-butyl-3-[2'-(2,3-epoxy)propoxybenzoyl]benzofuran). RXN SMILES: [CH2:1]([C:5]1[O:6][C:7]2[CH:22]=[CH:21][CH:20]=[CH:19][C:8]=2[C:9]=1[C:10](=[O:18])[C:11]1[CH:16]=[CH:15][CH:14]=[CH:13][C:12]=1[OH:17])[CH2:2][CH2:3][CH3:4].[CH2:23]([CH:25]1[O:27][CH2:26]1)Cl.C(=O)([O-])[O-].[K+].[K+]>C(O)C>[CH2:1]([C:5]1[O:6][C:7]2[CH:22]=[CH:21][CH:20]=[CH:19][C:8]=2[C:9]=1[C:10](=[O:18])[C:11]1[CH:16]=[CH:15][CH:14]=[CH:13][C:12]=1[O:17][CH2:23][CH:25]1[O:27][CH2:26]1)[CH2:2][CH2:3][CH3:4] |f:2.3.4|. Procedure details: A mixture of 7.5 g. (0.025 mol.) of 2-n-butyl-3-(2'-hydroxybenzoyl)benzofuran, 25 ml. of epichlorohydrin and 15.0 g. of potassium carbonate in 150 ml. of ethanol was refluxed for three hours. After cooling the reaction mixture was filtered and the filtrate was concentrated in vacuo. The residue was dissolved in water and the aqueous solution was extracted with methylene chloride. The extracts were combined, dried (Na2SO4) and concentrated to give an oily residue that was chromatographed on alumi... Reactants: C(C)OC(=O)C1=CC2=C(N(C(=N2)CCCC)CC2=CC=C(C=C2)C=2C(=CC=CC2)C(=O)OC)C=C(C1=O)C(=O)OCC (4'-[[5,7-diethoxycarbonyl-2-butyl-6(1H)-cycloheptimidazolon-1-yl]methyl]-[1,1'-biphenyl]-2-carboxylic acid, methyl ester). Solvent: [OH-].[Na+] (sodium hydroxide), C(C)O (ethanol). Product: C(=O)(O)C1=CC2=C(N(C(=N2)CCCC)CC2=CC=C(C=C2)C=2C(=CC=CC2)C(=O)O)C=C(C1=O)C(=O)O (4'-[[5,7-dicarboxy-2-butyl-6(1H)-cycloheptimidazolon-1-yl]methyl]-[1,1'-biphenyl]-2-carboxylic acid). Reaction SMILES: C([O:3][C:4]([C:6]1[C:36](=[O:37])[C:35]([C:38]([O:40]CC)=[O:39])=[CH:34][C:9]2[N:10]([CH2:17][C:18]3[CH:23]=[CH:22][C:21]([C:24]4[C:25]([C:30]([O:32]C)=[O:31])=[CH:26][CH:27]=[CH:28][CH:29]=4)=[CH:20][CH:19]=3)[C:11]([CH2:13][CH2:14][CH2:15][CH3:16])=[N:12][C:8]=2[CH:7]=1)=[O:5])C>[OH-].[Na+].C(O)C>[C:4]([C:6]1[C:36](=[O:37])[C:35]([C:38]([OH:40])=[O:39])=[CH:34][C:9]2[N:10]([CH2:17][C:18]3[CH:23]=[CH:22][C:21]([C:24]4[C:25]([C:30]([OH:32])=[O:31])=[CH:26][CH:27]=[CH:28][CH:29]=4)=[CH:20][CH:19]=3)[C:11]([CH2:13][CH2:14][CH2:15][CH3:16])=[N:12][C:8]=2[CH:7]=1)([OH:5])=[O:3] |f:1.2|. Procedure details: An aliquot of the triester from Step (h) (300 mg) was hydrolyzed by stirring it in a mixture of 12 ml of 10% sodium hydroxide and 12 ml of ethanol for 6 h at 40° C. The azeotrope was distilled off, water (30 ml) was added and the resulting solution slowly acidified to pH 3 with HCl 2N. The resulting precipitated acid was isolated (mp 186, decomp.). Starting materials: FC1=C(C=CC(=C1)S(=O)(=O)C)N[C@@H]1C(N(CC1)C1CCNCC1)=O ((S)-3-(2-fluoro-4-(methylsulfonyl)phenylamino)-1-(piperidin-4-yl)pyrrolidin-2-one), C(C)N(C(C)C)C(C)C (N-ethyl-N-isopropylpropan-2-amine), ClC=1C(=NC=C(C(=O)OC)C1)Cl (methyl 5,6-dichloronicotinate). The solvent is CN(C)C=O (DMF), CCOC(=O)C (EtOAc). Conditions: time 8 hour. The product is ClC=1C(=NC=C(C(=O)OC)C1)N1CCC(CC1)N1C([C@H](CC1)NC1=C(C=C(C=C1)S(=O)(=O)C)F)=O ((S)-methyl 5-chloro-6-(4-(3-(2-fluoro-4-(methylsulfonyl)phenylamino)-2-oxopyrrolidin-1-yl)piperidin-1-yl)nicotinate). Isolated yield 47.6%. Reaction SMILES: [F:1][C:2]1[CH:7]=[C:6]([S:8]([CH3:11])(=[O:10])=[O:9])[CH:5]=[CH:4][C:3]=1[NH:12][C@H:13]1[CH2:17][CH2:16][N:15]([CH:18]2[CH2:23][CH2:22][NH:21][CH2:20][CH2:19]2)[C:14]1=[O:24].C(N(C(C)C)C(C)C)C.[Cl:34][C:35]1[C:36](Cl)=[N:37][CH:38]=[C:39]([CH:44]=1)[C:40]([O:42][CH3:43])=[O:41]>CN(C=O)C.CCOC(C)=O>[Cl:34][C:35]1[C:36]([N:21]2[CH2:22][CH2:23][CH:18]([N:15]3[CH2:16][CH2:17][C@H:13]([NH:12][C:3]4[CH:4]=[CH:5][C:6]([S:8]([CH3:11])(=[O:10])=[O:9])=[CH:7][C:2]=4[F:1])[C:14]3=[O:24])[CH2:19][CH2:20]2)=[N:37][CH:38]=[C:39]([CH:44]=1)[C:40]([O:42][CH3:43])=[O:41]. Procedure details: To a solution of (S)-3-(2-fluoro-4-(methylsulfonyl)phenylamino)-1-(piperidin-4-yl)pyrrolidin-2-one (Preparation E; 1.0 g, 2.8 mmol) in DMF (30 mL) was added N-ethyl-N-isopropylpropan-2-amine (1.1 g, 8.4 mmol) and methyl 5,6-dichloronicotinate (1.7 g, 8.4 mmol) and the reaction was stirred overnight at ambient temperature. The reaction was diluted with EtOAc (250 mL) and washed with water (100 mL), and brine (50 mL), and the combined organic phases were dried over MgSO4, filtered and concentrated... Starting materials: CCOC(C)=O, Cc1cn[nH]c1, Cc1nnc(C)c(-c2ccc(Cl)cc2)c1Cl, [H-], [Na+], CN(C)C=O. Yields the product Cc1cnn(-c2c(C)nnc(C)c2-c2ccc(Cl)cc2)c1. Reaction SMILES: [CH3:25][CH2:26][O:27][C:28](=[O:29])[CH3:30].[CH3:3][c:4]1[cH:5][n:6][nH:7][cH:8]1.[Cl:9][c:10]1[c:11]([CH3:24])[n:12][n:13][c:14]([CH3:23])[c:15]1-[c:16]1[cH:17][cH:18][c:19]([Cl:22])[cH:20][cH:21]1.[H-:1].[Na+:2].[O:31]=[CH:32][N:33]([CH3:34])[CH3:35]>>[CH3:3][c:4]1[cH:5][n:6](-[c:10]2[c:11]([CH3:24])[n:12][n:13][c:14]([CH3:23])[c:15]2-[c:16]2[cH:17][cH:18][c:19]([Cl:22])[cH:20][cH:21]2)[n:7][cH:8]1. Starting materials: CC(C)(C)[O-], Cc1nc(CO)cs1, COCCOC, [K+], N#Cc1c(N)nc(Sc2ccccc2)c(C#N)c1-c1ccc2c(c1)OCCO2. Product: Cc1nc(COc2nc(N)c(C#N)c(-c3ccc4c(c3)OCCO4)c2C#N)cs1. As a reaction SMILES: [CH3:29][C:30]([CH3:31])([O-:32])[CH3:33].[CH3:35][c:36]1[s:37][cH:38][c:39]([CH2:41][OH:42])[n:40]1.[CH3:43][O:44][CH2:45][CH2:46][O:47][CH3:48].[K+:34].[NH2:1][c:2]1[n:3][c:4]([S:22][c:23]2[cH:24][cH:25][cH:26][cH:27][cH:28]2)[c:5]([C:20]#[N:21])[c:6](-[c:10]2[cH:11][c:12]3[c:13]([cH:18][cH:19]2)[O:14][CH2:15][CH2:16][O:17]3)[c:7]1[C:8]#[N:9]>>[NH2:1][c:2]1[n:3][c:4]([O:42][CH2:41][c:39]2[cH:38][s:37][c:36]([CH3:35])[n:40]2)[c:5]([C:20]#[N:21])[c:6](-[c:10]2[cH:11][c:12]3[c:13]([cH:18][cH:19]2)[O:14][CH2:15][CH2:16][O:17]3)[c:7]1[C:8]#[N:9]. The reactants are CS(=O)(=O)OCCCC1=CC2=CC(=C(C(=C2C=C1)OC)OC)OC (2-(3-Methanesulfonyloxypropyl)-5,6,7-trimethoxynaphthalene), N1CCNCC1 (piperazine). Yields the product COC1=C2C=CC(=CC2=CC(=C1OC)OC)CCCN1CCN(CC1)CCCC1=CC2=CC(=C(C(=C2C=C1)OC)OC)OC (N,N′-bis[3-(5,6,7-trimethoxynaphthalen-2-yl)propyl]piperazine). Reaction SMILES: CS(OCCC[C:9]1[CH:18]=[CH:17][C:16]2[C:11](=[CH:12][C:13]([O:23][CH3:24])=[C:14]([O:21][CH3:22])[C:15]=2[O:19][CH3:20])[CH:10]=1)(=O)=O.[NH:25]1[CH2:30][CH2:29][NH:28][CH2:27][CH2:26]1>>[CH3:20][O:19][C:15]1[C:14]([O:21][CH3:22])=[C:13]([O:23][CH3:24])[CH:12]=[C:11]2[C:16]=1[CH:17]=[CH:18][C:9]([CH2:10][CH2:9][CH2:18][N:25]1[CH2:30][CH2:29][N:28]([CH2:12][CH2:11][CH2:16][C:9]3[CH:18]=[CH:17][C:16]4[C:11](=[CH:12][C:13]([O:23][CH3:24])=[C:14]([O:21][CH3:22])[C:15]=4[O:19][CH3:20])[CH:10]=3)[CH2:27][CH2:26]1)=[CH:10]2. Reported procedure: 2-(3-Methanesulfonyloxypropyl)-5,6,7-trimethoxynaphthalene (213 mg) and piperazine (26 mg) were reacted in the same manner in Example 1 to obtain the title compound as a free base.